This data is from the Open Reaction Database (ORD), a public repository of structured organic reaction records. The task is: describe an organic reaction: reactants, conditions, products, and yield Procedure: 104.8 g of 1-(4-methylphenyl)hydrazine hydrochloride are suspended in 525 ml of isopropyl acetate, a solution of 104.8 g of potassium carbonate in 300 ml of water is added and then the mixture is stirred until the solid has disappeared. 77.4 g of acetic anhydride are added while maintaining the temperature below 20° C. and then the mixture is left stirring at 20° C. A precipitate is observed to form, which precipitate disappears when the mixture is heated at approximately 55-60° C. The organic p... RXN SMILES: Cl.[CH3:2][C:3]1[CH:8]=[CH:7][C:6]([NH:9][NH2:10])=[CH:5][CH:4]=1.C(=O)([O-])[O-].[K+].[K+].[C:17](OC(=O)C)(=[O:19])[CH3:18]>C(OC(C)C)(=O)C.O>[CH3:2][C:3]1[CH:8]=[CH:7][C:6]([NH:9][NH:10][C:17](=[O:19])[CH3:18])=[CH:5][CH:4]=1 |f:0.1,2.3.4|. The reactants are Cl.CC1=CC=C(C=C1)NN (1-(4-methylphenyl)hydrazine hydrochloride), C([O-])([O-])=O.[K+].[K+] (potassium carbonate), C(C)(=O)OC(C)=O (acetic anhydride). Conditions: temperature 57.5 celsius. Yields the product CC1=CC=C(C=C1)NNC(C)=O (N′-(4-Methylphenyl)acetohydrazide). Run in O (water), C(C)(=O)OC(C)C (isopropyl acetate). Starting materials: C1CCOC1, CCCC[N+](CCCC)(CCCC)CCCC, CCCCCC, CC1CCN(C)C(C)C1(C)CCCO, BrCC1CC1, [I-], [KH]. The product is CC1CCN(C)C(C)C1(C)CCCOCC1CC1. Reaction SMILES: [CH2:27]1[O:28][CH2:29][CH2:30][CH2:31]1.[CH2:33]([N+:34]([CH2:35][CH2:36][CH2:37][CH3:38])([CH2:39][CH2:40][CH2:41][CH3:42])[CH2:43][CH2:44][CH2:45][CH3:46])[CH2:47][CH2:48][CH3:49].[CH3:21][CH2:22][CH2:23][CH2:24][CH2:25][CH3:26].[CH3:2][N:3]1[CH:4]([CH3:15])[C:5]([CH2:10][CH2:11][CH2:12][OH:13])([CH3:14])[CH:6]([CH3:9])[CH2:7][CH2:8]1.[CH:16]1([CH2:19][Br:20])[CH2:17][CH2:18]1.[I-:32].[KH:1]>>[CH3:2][N:3]1[CH:4]([CH3:15])[C:5]([CH2:10][CH2:11][CH2:12][O:13][CH2:19][CH:16]2[CH2:17][CH2:18]2)([CH3:14])[CH:6]([CH3:9])[CH2:7][CH2:8]1. Starting materials: C(C1=CC=CC=C1)OC(=O)N1CCC(CC1)C(N(C)OC)=O (4-(N-methoxy-N-methyl-carbamoyl)-piperidine-1-carboxylic acid benzyl ester), imidazo[4,5b]pyridine, NC1=C(C(=NC=C1)N)N (triaminopyridine), [OH-].[Na+] (sodium hydroxide), C(C)(=O)O[BH-](OC(C)=O)OC(C)=O.[Na+] (sodium triacetoxyborohydride), [H][H] (hydrogen), Cl (hydrochloric acid). The reagents and catalysts are [Ni] (Raney Nickel). The solvent is 1,2-dichloromethane, C(=O)O (formic acid). The product is C(C1=CC=CC=C1)OC(=O)N1CCC(CC1)CNC1=CC=CC=2NC=NC21 (4-[(1H-Benzoimidazol-4-ylamino)-methyl]-piperidine-1-carboxylic acid benzyl ester). Reaction SMILES: [CH2:1]([O:8][C:9]([N:11]1[CH2:16][CH2:15][CH:14]([C:17](=O)[N:18](OC)[CH3:19])[CH2:13][CH2:12]1)=[O:10])[C:2]1[CH:7]=[CH:6][CH:5]=[CH:4][CH:3]=1.[C:23](O[BH-](OC(=O)C)OC(=O)C)(=O)C.[Na+].[H][H].N[C:40]1[CH:45]=[CH:44]N=[C:42]([NH2:46])[C:41]=1[NH2:47].Cl.[OH-].[Na+]>[Ni].C(O)=O>[CH2:1]([O:8][C:9]([N:11]1[CH2:16][CH2:15][CH:14]([CH2:17][NH:18][C:19]2[C:42]3[N:46]=[CH:23][NH:47][C:41]=3[CH:40]=[CH:45][CH:44]=2)[CH2:13][CH2:12]1)=[O:10])[C:2]1[CH:7]=[CH:6][CH:5]=[CH:4][CH:3]=1 |f:1.2,6.7|. Procedure: EXAMPLE 105 was prepared from 1H-benzoimidazol-4-ylamine (The 1H-benzoimidazol-4-yl-amine was prepared by heating 1.5 g of 3-nitro-benzene-1,2-diamine in 50 mL of triethyl orthoformate with 10 mg of p-toluenesulfonic acid monohydrate at reflux overnight, concentration to dryness under reduced pressure, hydrolysis with refluxing 3N HCl for 1 h and neutralization with NaOH. Then, cooling and collection yielded the 4-nitro-benzimidazole product by filtration. Catalytic reduction using Raney Nickel®... Starting materials: CC(=O)O, CCO, O=c1[nH]ccc2c([N+](=O)[O-])cccc12. The product is Nc1cccc2c(=O)[nH]ccc12. Reaction SMILES: [C:15]([OH:16])(=[O:17])[CH3:18].[CH3:19][CH2:20][OH:21].[N+:1]([O-:2])(=[O:3])[c:4]1[c:5]2[cH:6][cH:7][nH:8][c:9](=[O:14])[c:10]2[cH:11][cH:12][cH:13]1>>[NH2:1][c:4]1[c:5]2[cH:6][cH:7][nH:8][c:9](=[O:14])[c:10]2[cH:11][cH:12][cH:13]1. The reactants are CCC(=O)CC(=O)OCCC#N, C1CCNCC1, CC(=O)O, CC(C)O, O=Cc1ccc([N+](=O)[O-])cc1. The product is CCC(=O)C(=Cc1ccc([N+](=O)[O-])cc1)C(=O)OCCC#N. As a reaction SMILES: [C:12]([CH2:13][CH3:14])(=[O:15])[CH2:16][C:17](=[O:18])[O:19][CH2:20][CH2:21][C:22]#[N:23].[CH2:24]1[CH2:25][CH2:26][NH:27][CH2:28][CH2:29]1.[CH3:30][C:31](=[O:32])[OH:33].[CH3:34][CH:35]([OH:36])[CH3:37].[N+:1](=[O:2])([O-:3])[c:4]1[cH:5][cH:6][c:7]([CH:8]=[O:9])[cH:10][cH:11]1>>[N+:1](=[O:2])([O-:3])[c:4]1[cH:5][cH:6][c:7]([CH:8]=[C:16]([C:12]([CH2:13][CH3:14])=[O:15])[C:17](=[O:18])[O:19][CH2:20][CH2:21][C:22]#[N:23])[cH:10][cH:11]1. Reaction SMILES: C(N(C(C)C)CC)(C)C.C1C=CC2N(O)N=NC=2C=1.F[C:21]([F:26])(F)[C:22](O)=O.[Cl:27][CH2:28][CH2:29][CH2:30][C:31](=[CH:35][C:36]1[CH:41]=[CH:40][C:39]([N:42]2[CH:46]=[C:45]([CH3:47])[N:44]=[CH:43]2)=[C:38]([O:48][CH3:49])[CH:37]=1)[C:32]([OH:34])=O.[F:50][C:51]1[CH:52]=[C:53]([C:58]([NH2:61])([CH3:60])[CH3:59])[CH:54]=CC=1F>CN(C=O)C.C(OCC)(=O)C.O.C(Cl)CCl>[F:50][C:51]1[CH:52]=[C:53]([C:58]([NH:61][C:32](=[O:34])[C:31](=[CH:35][C:36]2[CH:41]=[CH:40][C:39]([N:42]3[CH:46]=[C:45]([CH3:47])[N:44]=[CH:43]3)=[C:38]([O:48][CH3:49])[CH:37]=2)[CH2:30][CH2:29][CH2:28][Cl:27])([CH3:60])[CH3:59])[CH:54]=[C:21]([F:26])[CH:22]=1 |f:2.3|. Procedure: IPEA (0.5 mL), EDC (192 mg) and HOBT (135 mg) were added to a solution of 5-chloro-2-(3-methoxy-4-(4-methyl-1H-imidazol-1-yl)benzylidene)valeric acid trifluoroacetate (150 mg) and 1-(3,4-difluorophenyl)-1-methylethylamine (114 mg) in DMF (5 mL), and the reaction solution was stirred at room temperature for 3 hours. Water and ethyl acetate were added to the reaction solution and the organic layer was partitioned. The resulting organic layer was dried over anhydrous magnesium sulfate, and the solv... Reactants: C(C)(C)N(CC)C(C)C (IPEA), C=1C=CC2=C(C1)N=NN2O (HOBT), FC(C(=O)O)(F)F.ClCCCC(C(=O)O)=CC1=CC(=C(C=C1)N1C=NC(=C1)C)OC (5-chloro-2-(3-methoxy-4-(4-methyl-1H-imidazol-1-yl)benzylidene)valeric acid trifluoroacetate), FC=1C=C(C=CC1F)C(C)(C)N (1-(3,4-difluorophenyl)-1-methylethylamine). Run in C(C)(=O)OCC (ethyl acetate), O (Water), CN(C)C=O (DMF), C(CCl)Cl (EDC). Reaction conditions: time 3 hour. Product: FC=1C=C(C=C(C1)F)C(C)(C)NC(C(CCCCl)=CC1=CC(=C(C=C1)N1C=NC(=C1)C)OC)=O (5-chloro-2-(3-methoxy-4-(4-methyl-1H-imidazol-1-yl)benzylidene)valeric acid (1-(3,5-difluorophenyl)-1-methylethyl)amide).